From a dataset of the Open Reaction Database (ORD), a public repository of structured organic reaction records. describe an organic reaction: reactants, conditions, products, and yield Reactants: COC1=NN=C(S1)N=C=O (5-methoxy-1,3,4-thiadiazol-2-yl isocyanate), dimethyl acetal, C(C)NCC=O (2-ethylaminoacetaldehyde). Solvent: C1=CC=CC=C1 (benzene), C1=CC=CC=C1 (benzene). Yields the product dimethyl acetal, C(C)N(C(=O)NC=1SC(=NN1)OC)CC=O (2-[1-ethyl-3-(5-methoxy-1,3,4-thiadiazol-2-yl)ureido]acetaldehyde). RXN SMILES: [CH3:1][O:2][C:3]1[S:7][C:6]([N:8]=[C:9]=[O:10])=[N:5][N:4]=1.[CH2:11]([NH:13][CH2:14][CH:15]=[O:16])[CH3:12]>C1C=CC=CC=1>[CH2:11]([N:13]([CH2:14][CH:15]=[O:16])[C:9]([NH:8][C:6]1[S:7][C:3]([O:2][CH3:1])=[N:4][N:5]=1)=[O:10])[CH3:12]. Procedure: A mixture of 5-methoxy-1,3,4-thiadiazol-2-yl isocyanate dimer (0.05 mole), the dimethyl acetal of 2-ethylaminoacetaldehyde (0.1 mole) and benzene (60 ml) is charged into a glass reaction vessel equipped with a mechanical stirrer and reflux condenser. The reaction mixture is heated at reflux for a period of about 15 minutes. After this time the mixture is stripped of benzene under reduced pressure to yield a solid product as the residue. The residue is then recrystallized to yield the desired pro... Starting materials: CSC1=[N+]2Cc3cccc([N+](=O)[O-])c3CC2CS1, [I-], Nc1cccnc1, c1ccncc1. As a reaction SMILES: [CH3:2][S:3][C:4]1=[N+:8]2[CH:7]([CH2:6][S:5]1)[CH2:16][c:15]1[c:10]([cH:11][cH:12][cH:13][c:14]1[N+:17](=[O:18])[O-:19])[CH2:9]2.[I-:1].[NH2:20][c:21]1[cH:22][n:23][cH:24][cH:25][cH:26]1.[cH:27]1[cH:28][cH:29][n:30][cH:31][cH:32]1>>[C:4]1(=[N:20][c:21]2[cH:22][n:23][cH:24][cH:25][cH:26]2)[S:5][CH2:6][CH:7]2[N:8]1[CH2:9][c:10]1[cH:11][cH:12][cH:13][c:14]([N+:17](=[O:18])[O-:19])[c:15]1[CH2:16]2. Product: O=[N+]([O-])c1cccc2c1CC1CSC(=Nc3cccnc3)N1C2. Starting materials: OCCNC(OC(C)(C)C)=O (tert-butyl 2-hydroxyethylcarbamate), [OH-].[Na+] (sodium hydroxide), OCCNC(OC(C)(C)C)=O (tert-butyl 2-hydroxyethylcarbamate), C(C#C)Br (Propargyl bromide), solution. Reagents/catalysts: [Cl-].C(C1=CC=CC=C1)[N+](C)(C)C (Benzyltrimethylammonium chloride). The solvent is ClCCl (dichloromethane), C1(=CC=CC=C1)C (toluene). Reaction conditions: temperature 0 celsius. The product is C(C#C)OCCNC(OC(C)(C)C)=O (tert-butyl 2-(prop-2-ynyloxy)ethylcarbamate). Reaction SMILES: [OH:1][CH2:2][CH2:3][NH:4][C:5](=[O:11])[O:6][C:7]([CH3:10])([CH3:9])[CH3:8].[OH-].[Na+].[CH2:14](Br)[C:15]#[CH:16]>[Cl-].C([N+](C)(C)C)C1C=CC=CC=1.ClCCl.C1(C)C=CC=CC=1>[CH2:16]([O:1][CH2:2][CH2:3][NH:4][C:5](=[O:11])[O:6][C:7]([CH3:8])([CH3:10])[CH3:9])[C:15]#[CH:14] |f:1.2,4.5|. Procedure: The preparation of tert-butyl 2-hydroxyethylcarbamate is described in Example 80, Part A. Benzyltrimethylammonium chloride (18 g, 97 mmol) and 50% aqueous sodium hydroxide (1.5 L) were added to a solution of tert-butyl 2-hydroxyethylcarbamate (156.4 g, 970.0 mmol) in dichloromethane (2.4 L), and the mixture was stirred rapidly. Propargyl bromide (109 mL, 979 mmol), available as an 80% solution in toluene, was then added, and the reaction was stirred for three hours. The layers were separated, an... The reactants are BrC1=CC(=C(S1)C(=O)OCC)N (ethyl 5-bromo-3-amino-2-thiophenecarboxylate), COC(N(C)C)OC (dimethylformamide dimethylacetal). Run in CCO (EtOH). The product is BrC1=CC(=C(S1)C(=O)OC)N=CN(C)C (methyl 5-bromo-3-(((dimethylamino)methylene)amino)-2-thiophenecarboxylate). As a reaction SMILES: [Br:1][C:2]1[S:6][C:5]([C:7]([O:9][CH2:10]C)=[O:8])=[C:4]([NH2:12])[CH:3]=1.CO[CH:15](OC)[N:16]([CH3:18])[CH3:17]>CCO>[Br:1][C:2]1[S:6][C:5]([C:7]([O:9][CH3:10])=[O:8])=[C:4]([N:12]=[CH:15][N:16]([CH3:18])[CH3:17])[CH:3]=1. Procedure details: A solution of ethyl 5-bromo-3-amino-2-thiophenecarboxylate (1.0 g, 4.2 mmol) and dimethylformamide dimethylacetal (1.1 mL, 8.5 mmol) in EtOH (30 mL). was heated to reflux for 50 min. After cooling, the solvent was removed in vacuo. The residue was coevaporated with toluene (2×20 mL) to yield methyl 5-bromo-3-(((dimethylamino)methylene)amino)-2-thiophenecarboxylate. The residue and 1-((4-amino-2-methoxy)phenoxy)-2-methyl-2-propanol (0.90 mg, 4.2 mmol) (described in Part B of Example 82) were mixe... Reactants: ClCC(NC1=C(C=C(C=C1)Cl)C(C1=CC=C(C=C1)O)=O)=NO (2,4'-dichloro-2'-(4-hydroxybenzoyl)-acetanilide oxime), B(F)(F)F.CCOCC (boron trifluoride etherate). Run in O (water). Reaction conditions: time 5 hour. Product: ClC=1C=C2C(=[N+](C(=NC2=CC1)CCl)[O-])C1=CC=C(C=C1)O (6-Chloro-2-chloromethyl-4-(4-hydroxyphenyl)quinazoline 3-oxide). Yield: 55.3%. RXN SMILES: [Cl:1][CH2:2][C:3](=[N:21][OH:22])[NH:4][C:5]1[CH:10]=[CH:9][C:8]([Cl:11])=[CH:7][C:6]=1[C:12](=O)[C:13]1[CH:18]=[CH:17][C:16]([OH:19])=[CH:15][CH:14]=1.B(F)(F)F.CCOCC>O>[Cl:11][C:8]1[CH:7]=[C:6]2[C:5](=[CH:10][CH:9]=1)[N:4]=[C:3]([CH2:2][Cl:1])[N+:21]([O-:22])=[C:12]2[C:13]1[CH:18]=[CH:17][C:16]([OH:19])=[CH:15][CH:14]=1 |f:1.2|. Procedure: A solution of 40.5 g (0.12 mole) 2,4'-dichloro-2'-(4-hydroxybenzoyl)-acetanilide oxime and 40.5 mg (0.329 mole) of boron trifluoride etherate was heated to reflux. After 5 hr, it was cooled and 200 ml of water was added. The dioxane was removed by distillation and the reaction mixture was made basic with a 5% sodium bicarbonate solution. The solid was collected, heated in methanol at reflux for a few minutes, cooled and collected to give, in two crops, 21.3 g (56%) of product. An analytical samp... Starting materials: C(C)(C)NP(OCC)(OCC)=S (O,O-diethyl isopropylphosphoramidothioate), CNC(=O)ON=C(C)SC (methyl N-[[(methylamino)carbonyl]oxy]ethanimidothioate), S(=O)(Cl)Cl (thionyl chloride). The solvent is N1=CC=CC=C1 (pyridine). The product is C(C)OP(=S)(OCC)N(S(=O)CNC(=O)ON=C(C)SC)C(C)C (Methyl N-[[[[[(diethoxyphosphinothioyl)isopropylamino]sulfinyl]methylamino]carbonyl]oxy]ethanimidothioate), colorless prisms. Reaction SMILES: [CH3:1][NH:2][C:3]([O:5][N:6]=[C:7]([S:9][CH3:10])[CH3:8])=[O:4].[S:11](Cl)(Cl)=[O:12].[CH:15]([NH:18][P:19](=[S:26])([O:23][CH2:24][CH3:25])[O:20][CH2:21][CH3:22])([CH3:17])[CH3:16]>N1C=CC=CC=1>[CH2:21]([O:20][P:19]([N:18]([CH:15]([CH3:17])[CH3:16])[S:11]([CH2:1][NH:2][C:3]([O:5][N:6]=[C:7]([S:9][CH3:10])[CH3:8])=[O:4])=[O:12])([O:23][CH2:24][CH3:25])=[S:26])[CH3:22]. Procedure details: Methyl N-[[[[[(diethoxyphosphinothioyl)isopropylamino]sulfinyl]methylamino]carbonyl]oxy]ethanimidothioate was prepared by the procedure employed in Example 9, by reacting methyl N-[[(methylamino)carbonyl]oxy]ethanimidothioate (2.43 g, 0.015 mole), thionyl chloride (1.79 g, 0.015 mole), and O,O-diethyl isopropylphosphoramidothioate (3.17 g, 0.015 mole) in pyridine (10 ml). Recrystallization from cyclohexane afforded 1.73 g of colorless prisms of the formula below, mp 53~54°. ##STR27##